This data is from the Open Reaction Database (ORD), a public repository of structured organic reaction records. The task is: describe an organic reaction: reactants, conditions, products, and yield Reactants: CN(C=O)C (N,N-dimethylformamide), COC1=CC=C2C(=CC(N(C2=C1)CCCC1(CCNCC1)C(=O)OCC)=O)C (ethyl 4-(3-(7-methoxy-4-methyl-2-oxoquinolin-1(2H)-yl)propyl)piperidine-4-carboxylate), C([O-])([O-])=O.[K+].[K+] (potassium carbonate), BrCCSC=1SC=CC1 (2-(2-bromoethylthio)thiophene). Run in C(C)(=O)OCC (ethyl acetate), O (Water). Conditions: temperature 65 celsius, time 2 hour. Product: COC1=CC=C2C(=CC(N(C2=C1)CCCC1(CCN(CC1)CCSC=1SC=CC1)C(=O)OCC)=O)C (ethyl 4-(3-(7-methoxy-4-methyl-2-oxoquinolin-1(2H)-yl)propyl)-1-(2-(2-thienylthio)ethyl)piperidine-4-carboxylate). The yield is 68.1%. Reaction SMILES: CN(C)C=O.[CH3:6][O:7][C:8]1[CH:17]=[C:16]2[C:11]([C:12]([CH3:33])=[CH:13][C:14](=[O:32])[N:15]2[CH2:18][CH2:19][CH2:20][C:21]2([C:27]([O:29][CH2:30][CH3:31])=[O:28])[CH2:26][CH2:25][NH:24][CH2:23][CH2:22]2)=[CH:10][CH:9]=1.C(=O)([O-])[O-].[K+].[K+].Br[CH2:41][CH2:42][S:43][C:44]1[S:45][CH:46]=[CH:47][CH:48]=1>C(OCC)(=O)C.O>[CH3:6][O:7][C:8]1[CH:17]=[C:16]2[C:11]([C:12]([CH3:33])=[CH:13][C:14](=[O:32])[N:15]2[CH2:18][CH2:19][CH2:20][C:21]2([C:27]([O:29][CH2:30][CH3:31])=[O:28])[CH2:26][CH2:25][N:24]([CH2:41][CH2:42][S:43][C:44]3[S:45][CH:46]=[CH:47][CH:48]=3)[CH2:23][CH2:22]2)=[CH:10][CH:9]=1 |f:2.3.4|. Reported procedure: To 4 mL of an N,N-dimethylformamide solution containing 0.29 g of ethyl 4-(3-(7-methoxy-4-methyl-2-oxoquinolin-1(2H)-yl)propyl)piperidine-4-carboxylate, 0.25 g of potassium carbonate and 0.20 g of 2-(2-bromoethylthio)thiophene were added and stirred at 60-70° C. for 2 hours. Water and ethyl acetate were added, the organic layer was separated, and the aqueous layer was extracted with ethyl acetate. The organic layer and extracts were combined, washed with aqueous saturated sodium chloride solutio... The solvent is O (water), O1CCCC1 (tetrahydrofuran), O (water). Yields the product C(C1=CC=CC=C1)(=O)NC1=CC(=CC(=C1)C(C)=O)C(C)=O (N-benzoyl-3,5-diacetylaniline). Reaction conditions: time 1 hour. As a reaction SMILES: [C:1]([C:4]1[CH:5]=[C:6]([CH:8]=[C:9]([C:11](=[O:13])[CH3:12])[CH:10]=1)[NH2:7])(=[O:3])[CH3:2].N1C=CC=CC=1.[C:20](Cl)(=[O:27])[C:21]1[CH:26]=[CH:25][CH:24]=[CH:23][CH:22]=1>O1CCCC1.O>[C:20]([NH:7][C:6]1[CH:8]=[C:9]([C:11](=[O:13])[CH3:12])[CH:10]=[C:4]([C:1](=[O:3])[CH3:2])[CH:5]=1)(=[O:27])[C:21]1[CH:26]=[CH:25][CH:24]=[CH:23][CH:22]=1. Reactants: C(C1=CC=CC=C1)(=O)Cl (benzoyl chloride), Compound 26, C(C)(=O)C=1C=C(N)C=C(C1)C(C)=O (3,5-diacetylaniline), N1=CC=CC=C1 (pyridine). Procedure details: Compound 26, FIG. 7E.26: A solution of 3,5-diacetylaniline (0.885 g) in tetrahydrofuran (10 mL) containing 0.45 mL pyridine was treated with 0.65 mL benzoyl chloride. The mixture was stirred 1 hr, then treated with 1 mL water and stirred 15 min. The mixture was then diluted with 40 mL water and stirred 30 min. Filtration and washing with water and isopropanol gave colorless needles of N-benzoyl-3,5-diacetylaniline, 1.36 g, mp 188°-189° C. A suspension of N-benzoyl-3,5-diacetylaniline (0.844 g) i... Reactants: CS(C)=O, C1CC2CCC(C1)N2, CCN(C(C)C)C(C)C, N#Cc1ccc(F)cc1Cl, Cl. The product is N#Cc1ccc(N2C3CCCC2CC3)cc1Cl. As a reaction SMILES: [CH3:29][S:30]([CH3:31])=[O:32].[CH:12]12[CH2:13][CH2:14][CH2:15][CH:16]([CH2:17][CH2:18]1)[NH:19]2.[CH:20]([N:21]([CH2:22][CH3:23])[CH:24]([CH3:25])[CH3:26])([CH3:27])[CH3:28].[Cl:1][c:2]1[c:3]([C:4]#[N:5])[cH:6][cH:7][c:8]([F:10])[cH:9]1.[ClH:11]>>[Cl:1][c:2]1[c:3]([C:4]#[N:5])[cH:6][cH:7][c:8]([N:19]2[CH:12]3[CH2:13][CH2:14][CH2:15][CH:16]2[CH2:17][CH2:18]3)[cH:9]1. The reactants are O (water), C([O-])([O-])=O.[K+].[K+] (potassium carbonate), IC=1C=C(C=CC1)O (3-iodophenol), IC1=C(OCCCCCCCl)C(=CC(=C1)I)I (6-(2,4,6-triiodophenoxy)-1-chlorohexane). The solvent is CN(C)C=O (DMF). Reaction conditions: temperature 110 celsius. The product is IC=1C=C(OCCCCCCOC2=C(C=C(C=C2I)I)I)C=CC1 (1-(3-Iodophenoxy)-6-(2,4,6-triiodophenoxy)-hexane). Yield: 53.8%. Reaction SMILES: C(=O)([O-])[O-].[K+].[K+].[I:7][C:8]1[CH:9]=[C:10]([OH:14])[CH:11]=[CH:12][CH:13]=1.[I:15][C:16]1[CH:29]=[C:28]([I:30])[CH:27]=[C:26]([I:31])[C:17]=1[O:18][CH2:19][CH2:20][CH2:21][CH2:22][CH2:23][CH2:24]Cl.O>CN(C=O)C>[I:7][C:8]1[CH:9]=[C:10]([CH:11]=[CH:12][CH:13]=1)[O:14][CH2:24][CH2:23][CH2:22][CH2:21][CH2:20][CH2:19][O:18][C:17]1[C:26]([I:31])=[CH:27][C:28]([I:30])=[CH:29][C:16]=1[I:15] |f:0.1.2|. Procedure: A mixture of potassium carbonate (3.0 g, 21.9 mmol, 1.1 eq), 3-iodophenol (4.4 g, 19.9 mmol) and 6-(2,4,6-triiodophenoxy)-1-chlorohexane (11.75.g, 19.9 mmol) in 50 ml of DMF was heated to 110° C. for 1.5 hours and then cooled. The mixture was poured into water and extracted with ethyl acetate. The organic layer was dried (magnesium sulfate) and evaporated to give a solid which was filtered through basic alumina (hexanes-ethyl acetate). The filtrate was concentrated under vacuum leaving the crude... Reactants: C(C)OC(CC(=O)C=CC1=C(C=CC=C1)[N+](=O)[O-])=O (2-nitrobenzylideneacetoacetic acid ethyl ester), C(C)(C)O (isopropanol), C(C)O (ethanol), C(C)(C)OC(CC(N)=N)=O (amidinoacetic acid isopropyl ester). The product is C(C)OC(=O)C=1C(C(=C(NC1C)N)C(=O)OC(C)C)C1=C(C=CC=C1)[N+](=O)[O-] (2-amino-6-methyl-4-(2-nitrophenyl)-1,4-dihyropyridine-3,5-dicarboxylic acid 3-isopropyl ester 5-ethyl ester). Yield: 39.0%. Reaction SMILES: C(OC(=O)C[C:6]([CH:8]=[CH:9][C:10]1[CH:15]=[CH:14][CH:13]=[CH:12][C:11]=1[N+:16]([O-:18])=[O:17])=[O:7])C.[CH:20]([O:23][C:24](=[O:29])[CH2:25][C:26](=[NH:28])[NH2:27])([CH3:22])[CH3:21].[CH:30]([OH:33])(C)[CH3:31].[CH2:34](O)[CH3:35]>>[CH2:30]([O:33][C:6]([C:8]1[CH:9]([C:10]2[CH:15]=[CH:14][CH:13]=[CH:12][C:11]=2[N+:16]([O-:18])=[O:17])[C:25]([C:24]([O:23][CH:20]([CH3:22])[CH3:21])=[O:29])=[C:26]([NH2:27])[NH:28][C:34]=1[CH3:35])=[O:7])[CH3:31]. Procedure: Boiling a solution of 13.2 g of 2-nitrobenzylideneacetoacetic acid ethyl ester and 7.2 g of amidinoacetic acid isopropyl ester in 100 ml of ethanol for 6 hours yields 2-amino-6-methyl-4-(2-nitrophenyl)-1,4-dihyropyridine-3,5-dicarboxylic acid 3-isopropyl ester 5-ethyl ester of melting point 139°C (isopropanol). Yield: 39% of theory. Starting materials: C(C)(C)(C)OC(=O)N1CCC(CC1)CCOS(=O)(=O)C (1-tert-butoxycarbonyl-4-(2-mesyloxyethyl)piperidine), C1(C=2C(C(N1)=O)=CC=CC2)=O.[K] (potassium phthalimide), O (water). The solvent is CN(C=O)C (N,N-dimethylformamide). Reaction conditions: temperature 40 celsius, time 2 hour. Product: C(C)(C)(C)OC(=O)N1CCC(CC1)CCN1C(C=2C(C1=O)=CC=CC2)=O (N-[2-[1-tert-butoxycarbonylpiperidin-4-yl]ethyl]phthalimide). The yield is 80.0%. RXN SMILES: [C:1]([O:5][C:6]([N:8]1[CH2:13][CH2:12][CH:11]([CH2:14][CH2:15]OS(C)(=O)=O)[CH2:10][CH2:9]1)=[O:7])([CH3:4])([CH3:3])[CH3:2].[C:21]1(=[O:31])[NH:25][C:24](=[O:26])[C:23]2=[CH:27][CH:28]=[CH:29][CH:30]=[C:22]12.[K].O>CN(C)C=O>[C:1]([O:5][C:6]([N:8]1[CH2:9][CH2:10][CH:11]([CH2:14][CH2:15][N:25]2[C:24](=[O:26])[C:23]3=[CH:27][CH:28]=[CH:29][CH:30]=[C:22]3[C:21]2=[O:31])[CH2:12][CH2:13]1)=[O:7])([CH3:2])([CH3:3])[CH3:4] |f:1.2,^1:31|. Procedure: A mixture of 1-tert-butoxycarbonyl-4-(2-mesyloxyethyl)piperidine (1.20 g) and potassium phthalimide (0.80 g) in N,N-dimethylformamide (15 ml) was stirred at 40° C. for 2 hours. The mixture was poured into water and extracted with ethyl acetate. The extract was washed with water, and dried over magnesium sulfate and evaporated in vacuo to give N-[2-[1-tert-butoxycarbonylpiperidin-4-yl]ethyl]phthalimide (1.12 g). The reactants are S1C2=C(C=C1C=O)C=CC=C2 (benzo[b]thiophene-2-carbaldehyde), C(C)(C)(C)OC(=O)N1[C@@H](C[C@@H]2CCCC[C@H]12)CN ((2S,3aS,7aS)-2-aminomethyl-octahydro-indole-1-carboxylic acid tert-butyl ester), C(C)(=O)O[BH-](OC(C)=O)OC(C)=O.[Na+] (sodium triacetoxyborohydride). Solvent: ClCCl (dichloromethane). The product is C(C)(C)(C)OC(=O)N1[C@@H](C[C@@H]2CCCC[C@H]12)CNCC1=CC2=C(S1)C=CC=C2 ((2S,3aS,7aS)-2-{[(Benzo[b]thiophen-2-ylmethyl)-amino]-methyl}-octahydro-indole-1-carboxylic acid tert-butyl ester). Reaction SMILES: [S:1]1[C:5]([CH:6]=O)=[CH:4][C:3]2[CH:8]=[CH:9][CH:10]=[CH:11][C:2]1=2.[C:12]([O:16][C:17]([N:19]1[C@@H:27]2[C@@H:22]([CH2:23][CH2:24][CH2:25][CH2:26]2)[CH2:21][C@H:20]1[CH2:28][NH2:29])=[O:18])([CH3:15])([CH3:14])[CH3:13].C(O[BH-](OC(=O)C)OC(=O)C)(=O)C.[Na+]>ClCCl>[C:12]([O:16][C:17]([N:19]1[C@@H:27]2[C@@H:22]([CH2:23][CH2:24][CH2:25][CH2:26]2)[CH2:21][C@H:20]1[CH2:28][NH:29][CH2:6][C:5]1[S:1][C:2]2[CH:11]=[CH:10][CH:9]=[CH:8][C:3]=2[CH:4]=1)=[O:18])([CH3:15])([CH3:14])[CH3:13] |f:2.3|. Procedure details: Experimental conditions analogous to Example 1, from 0.1 g (0.63 mmol) of benzo[b]thiophene-2-carbaldehyde, 0.16 g (0.63 mmol) of (2S,3aS,7aS)-2-aminomethyl-octahydro-indole-1-carboxylic acid tert-butyl ester, 10 mL dichloromethane, and 0.2 g (0.94 mmol) of sodium triacetoxyborohydride. The reaction was quenched with aqueous sodium bicarbonate. The residue from the organic layer was purified using flash chromatography (ethyl acetate in hexane), yield 130 mg of the free base as colorless oil. LC-...